This data is from the Open Reaction Database (ORD), a public repository of structured organic reaction records. The task is: describe an organic reaction: reactants, conditions, products, and yield The reactants are CN(C)C=O, [H-], Nc1cc(Oc2ccc3[nH]ccc3c2)ccn1, [Na+], O=C=Nc1ccccc1, O. Yields the product Nc1cc(Oc2ccc3c(ccn3C(=O)Nc3ccccc3)c2)ccn1. Reaction SMILES: [CH3:30][N:31]([CH3:32])[CH:33]=[O:34].[H-:1].[NH2:3][c:4]1[n:5][cH:6][cH:7][c:8]([O:10][c:11]2[cH:12][c:13]3[cH:14][cH:15][nH:16][c:17]3[cH:18][cH:19]2)[cH:9]1.[Na+:2].[O:20]=[C:21]=[N:22][c:23]1[cH:24][cH:25][cH:26][cH:27][cH:28]1.[OH2:29]>>[NH2:3][c:4]1[n:5][cH:6][cH:7][c:8]([O:10][c:11]2[cH:12][c:13]3[cH:14][cH:15][n:16]([C:21](=[O:20])[NH:22][c:23]4[cH:24][cH:25][cH:26][cH:27][cH:28]4)[c:17]3[cH:18][cH:19]2)[cH:9]1. Reactants: CC1(CC=C(C2=CC=CC=C12)C(=O)OCC)C (Ethyl 3,4-dihydro-4,4-dimethyl-1-naphthalenecarboxylate), C[Si]([O-])(C)C.[K+] (potassium trimethylsilanolate). Solvent: C1CCOC1 (THF). The product is CC1(CC=C(C2=CC=CC=C12)C(=O)O)C (3,4-Dihydro-4,4-dimethyl-1-naphthalene-carboxylic acid). Isolated yield 60.0%. RXN SMILES: [CH3:1][C:2]1([CH3:17])[C:11]2[C:6](=[CH:7][CH:8]=[CH:9][CH:10]=2)[C:5]([C:12]([O:14]CC)=[O:13])=[CH:4][CH2:3]1.C[Si](C)(C)[O-].[K+]>C1COCC1>[CH3:1][C:2]1([CH3:17])[C:11]2[C:6](=[CH:7][CH:8]=[CH:9][CH:10]=2)[C:5]([C:12]([OH:14])=[O:13])=[CH:4][CH2:3]1 |f:1.2|. Procedure: A solution of the compound from Example 41 (15.5 g, 71.7 mmol) and potassium trimethylsilanolate (17.4 g) in 100 ml of THF was refluxed for 24 hours. After workup the title compound (8.7 g, 52%) was obtained as a white solid. Reactants: [Br-], CCOCC, CN(C=O)c1ccccc1, Fc1cc(F)cc([Mg+])c1, C1CCOC1. Product: O=Cc1cc(F)cc(F)c1. As a reaction SMILES: [Br-:1].[CH2:21]([O:22][CH2:23][CH3:24])[CH3:25].[CH3:11][N:12]([c:13]1[cH:14][cH:15][cH:16][cH:17][cH:18]1)[CH:19]=[O:20].[F:2][c:3]1[cH:4][c:5]([Mg+:10])[cH:6][c:7]([F:9])[cH:8]1.[O:26]1[CH2:27][CH2:28][CH2:29][CH2:30]1>>[F:2][c:3]1[cH:4][c:5]([CH:19]=[O:20])[cH:6][c:7]([F:9])[cH:8]1. The reactants are ClC1=CC=C(C=C1)C1SCCCS1 (2-(4-chlorophenyl)-m-dithiane), C(CCC)[Li] (butyllithium), O1CCCC1 (tetrahydrofuran), O1CCCC1 (tetrahydrofuran), ClC1=CC=C(CCN(C)CC(CCl)C)C=C1 (rac-4-chloro-N-(3-chloro-2-methylpropyl)-N-methylphenethylamine). The solvent is CCCCCC (hexane), O (water). Conditions: time 2 hour. Yields the product ClC1=CC=C(CCN(CC(CC2(SCCCS2)C2=CC=C(C=C2)Cl)C)C)C=C1 (rac-N-(4-chlorophenethyl)-2-(4-chlorophenyl)-β,N-dimethyl-m-dithiane-2-propanamine). Reaction SMILES: [Cl:1][C:2]1[CH:7]=[CH:6][C:5]([CH:8]2[S:13][CH2:12][CH2:11][CH2:10][S:9]2)=[CH:4][CH:3]=1.O1CCCC1.C([Li])CCC.[Cl:24][C:25]1[CH:39]=[CH:38][C:28]([CH2:29][CH2:30][N:31]([CH2:33][CH:34]([CH3:37])[CH2:35]Cl)[CH3:32])=[CH:27][CH:26]=1>CCCCCC.O>[Cl:24][C:25]1[CH:26]=[CH:27][C:28]([CH2:29][CH2:30][N:31]([CH3:32])[CH2:33][CH:34]([CH3:37])[CH2:35][C:8]2([C:5]3[CH:4]=[CH:3][C:2]([Cl:1])=[CH:7][CH:6]=3)[S:9][CH2:10][CH2:11][CH2:12][S:13]2)=[CH:38][CH:39]=1. Procedure details: 2.77 g (0.012 mol) of 2-(4-chlorophenyl)-m-dithiane and 10 ml of abs. tetrahydrofuran were cooled to -70° in a sulphonation flask while gassing with argon and treated with 7.50 ml (0.012 mol) of butyllithium in hexane. Thereupon, the mixture was stirred at -20° for 2 hours. A solution of 2.50 g (0.0096 mol) of rac-4-chloro-N-(3-chloro-2-methylpropyl)-N-methylphenethylamine in abs. tetrahydrofuran was added dropwise thereto at -70° within 15 minutes, whereupon the mixture was left to stand at -20... Solvent: C(C)#N (acetonitrile). Product: FC=1C=CC2=C(OCC(N2)=O)C1 (7-fluoro-2H-benzo[b][1,4]oxazin-3(4H)-one). Starting materials: ClCC(=O)NC1=C(C=C(C=C1)F)O (2-chloro-N-(4-fluoro-2-hydroxyphenyl)acetamide), CCN(C(C)C)C(C)C (DIPEA). Reported procedure: To a solution of 2-chloro-N-(4-fluoro-2-hydroxyphenyl)acetamide (5.5 g, 27 mmol) in acetonitrile (40 mL) was added DIPEA (7 g, 54 mmol) and the reaction solution was stirred at 80° C. for 2 h. The solvent was removed under reduced pressure and the residue was partitioned between dichloromethane (50 mL) and water (50 mL). The organic layer was washed with brine, dried over Na2SO4 and concentrated under reduced pressure to afford 3.5 g (78%) of 7-fluoro-2H-benzo[b][1,4]oxazin-3(4H)-one as a brown ... The yield is 77.6%. Run at temperature 80 celsius, time 2 hour. RXN SMILES: Cl[CH2:2][C:3]([NH:5][C:6]1[CH:11]=[CH:10][C:9]([F:12])=[CH:8][C:7]=1[OH:13])=[O:4].CCN(C(C)C)C(C)C>C(#N)C>[F:12][C:9]1[CH:10]=[CH:11][C:6]2[NH:5][C:3](=[O:4])[CH2:2][O:13][C:7]=2[CH:8]=1. The reactants are FC1=C(C(=O)O)C=CC(=C1F)F (2,3,4-Trifluorobenzoic acid), NC1=CC=C(C(=O)OC)C=C1 (methyl 4-aminobenzoate), [Li+].C[Si](C)(C)[N-][Si](C)(C)C (LiHMDS). The solvent is C1CCOC1 (THF). The product is FC=1C(=C(C(=O)O)C=CC1F)NC1=CC=C(C=C1)C(=O)OC (3,4-difluoro-2-[[4-(methoxycarbonyl)-phenyl]amino]benzoic acid). Reaction SMILES: F[C:2]1[C:10]([F:11])=[C:9]([F:12])[CH:8]=[CH:7][C:3]=1[C:4]([OH:6])=[O:5].[NH2:13][C:14]1[CH:23]=[CH:22][C:17]([C:18]([O:20][CH3:21])=[O:19])=[CH:16][CH:15]=1.[Li+].C[Si]([N-][Si](C)(C)C)(C)C>C1COCC1>[F:11][C:10]1[C:2]([NH:13][C:14]2[CH:15]=[CH:16][C:17]([C:18]([O:20][CH3:21])=[O:19])=[CH:22][CH:23]=2)=[C:3]([CH:7]=[CH:8][C:9]=1[F:12])[C:4]([OH:6])=[O:5] |f:2.3|. Procedure: 2,3,4-Trifluorobenzoic acid and methyl 4-aminobenzoate were reacted in the presence of LiHMDS solution in THF by the general procedure of Example 1, Step B, to afford after workup, crude 3,4-difluoro-2-[[4-(methoxycarbonyl)-phenyl]amino]benzoic acid as a cream solid. This material was then coupled directly with 2-(aminooxy)ethanol by the general procedure of Example 1; Step E, and purified on flash silica (10% EtOAc as eluant) to give methyl 4-[[2,3-difluoro-6-[[(2-hydroxyethoxy)amino]carbonyl]p... The reactants are FC=1C=C2C=C(NC2=CC1)C=1C=C(C=CC1)C=1N(N=C2C(=CC=CC12)C(F)(F)F)CC1=C(C=C(C=C1F)F)F (3-[3-(5-fluoro-1H-indol-2-yl)phenyl]-2-(2,4,6-trifluorobenzyl)-7-(trifluoromethyl)-2H-indazole), [H-].[Na+] (sodium hydride), IC (iodomethane). Run in C1CCOC1 (THF). Conditions: time 20 minute. The product is FC=1C=C2C=C(N(C2=CC1)C)C=1C=C(C=CC1)C=1N(N=C2C(=CC=CC12)C(F)(F)F)CC1=C(C=C(C=C1F)F)F (3-[3-(5-FLUORO-1-METHYL-1H-INDOL-2-YL)PHENYL]-2-(2,4,6-TRIFLUOROBENZYL)-7-(TRIFLUOROMETHYL)-2H-INDAZOLE). Yield: 32.3%. Reaction SMILES: [F:1][C:2]1[CH:3]=[C:4]2[C:8](=[CH:9][CH:10]=1)[NH:7][C:6]([C:11]1[CH:12]=[C:13]([C:17]3[N:18]([CH2:30][C:31]4[C:36]([F:37])=[CH:35][C:34]([F:38])=[CH:33][C:32]=4[F:39])[N:19]=[C:20]4[C:25]=3[CH:24]=[CH:23][CH:22]=[C:21]4[C:26]([F:29])([F:28])[F:27])[CH:14]=[CH:15][CH:16]=1)=[CH:5]2.[H-].[Na+].I[CH3:43]>C1COCC1>[F:1][C:2]1[CH:3]=[C:4]2[C:8](=[CH:9][CH:10]=1)[N:7]([CH3:43])[C:6]([C:11]1[CH:12]=[C:13]([C:17]3[N:18]([CH2:30][C:31]4[C:36]([F:37])=[CH:35][C:34]([F:38])=[CH:33][C:32]=4[F:39])[N:19]=[C:20]4[C:25]=3[CH:24]=[CH:23][CH:22]=[C:21]4[C:26]([F:27])([F:28])[F:29])[CH:14]=[CH:15][CH:16]=1)=[CH:5]2 |f:1.2|. Procedure: A solution of 3-[3-(5-fluoro-1H-indol-2-yl)phenyl]-2-(2,4,6-trifluorobenzyl)-7-(trifluoromethyl)-2H-indazole (0.03 g, 0.056 mmol) in 2 mL THF was treated with sodium hydride (0.004 g, 0.1 mmol, 60% in oil). The reaction mixture was stirred for 20 minutes and treated with iodomethane (0.007 mL, 0.1 mmol). Stirring was continued for 1 hour. The reaction mixture was concentrated and purified by normal phase HPLC (silica, hexane-EtOAC, 19:1) to give 0.01 g of product as a white solid. Starting materials: FC(S(=O)(=O)OS(=O)(=O)C(F)(F)F)(F)F (trifluoromethane sulfonic anhydride), OCCC1CC(N(CC1)C1=CC=CC=C1)=O (4-(2-Hydroxyethyl)-1-phenylpiperidin-2-one), C(C1=CC=CC=C1)(C1=CC=CC=C1)(C1=CC=CC=C1)N1C=NC(=C1)CC1=CC=C(C=C1)C#N (1-Trityl-4-(4-cyanobenzyl)-imidazole), C(Cl)Cl (methylene chloride), C(C)(C)N(CC)C(C)C (diisopropylethylamine). Run at temperature -78 celsius. Yields the product Cl.C(#N)C1=CC=C(CC2=CN=CN2CCC2CC(N(CC2)C2=CC=CC=C2)=O)C=C1 (4-[2-{5-(4-Cyanobenzyl)imidazol-1-yl}ethyl]-1-phenylpiperidin-2-one hydrochloride). RXN SMILES: O[CH2:2][CH2:3][CH:4]1[CH2:9][CH2:8][N:7]([C:10]2[CH:15]=[CH:14][CH:13]=[CH:12][CH:11]=2)[C:6](=[O:16])[CH2:5]1.C([N:36]1[CH:40]=[C:39]([CH2:41][C:42]2[CH:47]=[CH:46][C:45]([C:48]#[N:49])=[CH:44][CH:43]=2)[N:38]=[CH:37]1)(C1C=CC=CC=1)(C1C=CC=CC=1)C1C=CC=CC=1.C(N(C(C)C)CC)(C)C.FC(F)(F)S(OS(C(F)(F)F)(=O)=O)(=O)=O.C(Cl)[Cl:75]>>[ClH:75].[C:48]([C:45]1[CH:44]=[CH:43][C:42]([CH2:41][C:39]2[N:38]([CH2:2][CH2:3][CH:4]3[CH2:9][CH2:8][N:7]([C:10]4[CH:15]=[CH:14][CH:13]=[CH:12][CH:11]=4)[C:6](=[O:16])[CH2:5]3)[CH:37]=[N:36][CH:40]=2)=[CH:47][CH:46]=1)#[N:49] |f:5.6|. Reported procedure: The product from Step F (1 eq) and the product from Example 1, Step E (1 eq) were dissolved in methylene chloride containing diisopropylethylamine , cooled to -78° C. under argon and treated with trifluoromethane sulfonic anhydride as described in Example 1, Step F. After methanolysis, the title compound was isolated by chromatography on silica gel. Conditions: time 2 hour. The solvent is O1CCCC1 (tetrahydrofuran), O1CCCC1 (tetrahydrofuran). The product is OCC1CCN(CC1)C1=CC=NC2=CC=CC=C12 (4-Hydroxymethyl-1-(quinolin-4-yl)piperidine). Procedure details: To a solution of lithium aluminum hydride (267 mg) in tetrahydrofuran (10 ml) was added dropwise 1-(quinolin4-yl)piperidine-4-carboxylic acid ethyl ester (1 g) in tetrahydrofuran (10 ml) under nitrogen atmosphere and with ice-cooling, and the mixture was stirred at the same temperature for 2 hours. After completion of the reaction, aqueous sodium sulfate was added with ice-cooling and the mixture was filtered through celite. The solvent was evaporated and the obtained solid was washed with diiso... RXN SMILES: [H-].[Al+3].[Li+].[H-].[H-].[H-].C([O:9][C:10]([CH:12]1[CH2:17][CH2:16][N:15]([C:18]2[C:27]3[C:22](=[CH:23][CH:24]=[CH:25][CH:26]=3)[N:21]=[CH:20][CH:19]=2)[CH2:14][CH2:13]1)=O)C.S([O-])([O-])(=O)=O.[Na+].[Na+]>O1CCCC1>[OH:9][CH2:10][CH:12]1[CH2:17][CH2:16][N:15]([C:18]2[C:27]3[C:22](=[CH:23][CH:24]=[CH:25][CH:26]=3)[N:21]=[CH:20][CH:19]=2)[CH2:14][CH2:13]1 |f:0.1.2.3.4.5,7.8.9|. Reactants: S(=O)(=O)([O-])[O-].[Na+].[Na+] (sodium sulfate), [H-].[Al+3].[Li+].[H-].[H-].[H-] (lithium aluminum hydride), C(C)OC(=O)C1CCN(CC1)C1=CC=NC2=CC=CC=C12 (1-(quinolin4-yl)piperidine-4-carboxylic acid ethyl ester). Yield: 88.0%. The product is 2-pentenyleneimino, C(=O)(OCC)CCN(C1=CC=C(C=C1)CC(=O)OCC)CCC(=O)OCC (ethyl 4-(bis-carbethoxyethylamino)-phenylacetate). As a reaction SMILES: [NH2:1][C:2]1[CH:7]=[CH:6][C:5]([CH2:8][C:9]([O:11][CH2:12][CH3:13])=[O:10])=[CH:4][CH:3]=1.[C:14]([O:18][CH2:19][CH3:20])(=[O:17])[CH:15]=[CH2:16]>C(O)(=O)C>[C:14]([CH2:15][CH2:16][N:1]([CH2:5][CH2:8][C:9]([O:11][CH2:12][CH3:13])=[O:10])[C:2]1[CH:3]=[CH:4][C:5]([CH2:8][C:9]([O:11][CH2:12][CH3:13])=[O:10])=[CH:6][CH:7]=1)([O:18][CH2:19][CH3:20])=[O:17]. The solvent is C(C)(=O)O (acetic acid). The reactants are NC1=CC=C(C=C1)CC(=O)OCC (ethyl 4-aminophenylacetate), C(C=C)(=O)OCC (ethyl acrylate). Procedure: The 2-pentenyleneimino starting material is prepared as follows: The mixture of 89.6 g ethyl 4-aminophenylacetate, 400 g ethyl acrylate and 100 ml acetic acid is refluxed for 19 hours and concentrated in vacuo. The concentrate is poured onto 500 ml ice water, the mixture made basic with aqueous sodium hydroxide and extracted with diethyl ether. The extract is dried, filtered, evaported, the residue distilled and the fraction boiling at 211°-213°/0.6 mm Hg collected, to yield the ethyl 4-(bis-car...